Dataset: the Open Reaction Database (ORD), a public repository of structured organic reaction records. Task: describe an organic reaction: reactants, conditions, products, and yield Reactants: C1(=CC=CC=C1)S(=O)(=O)CCCCOC1=C2CCC(NC2=CC=C1)=O (5-(4-phenylsulfonyl-butoxy)-3,4-dihydro-carbostyril), C1(=CC(=CC(=C1)C)C)C (mesitylene). Reagents/catalysts: [Pd] (palladium-on-charcoal), [Pd] (palladium-on-charcoal). Reaction conditions: time 3.5 hour. Yields the product C1(=CC=CC=C1)S(=O)(=O)CCCCOC1=C2C=CC(NC2=CC=C1)=O (5-(4-Phenylsulfonyl-butoxy)-carbostyril). As a reaction SMILES: [C:1]1([S:7]([CH2:10][CH2:11][CH2:12][CH2:13][O:14][C:15]2[CH:24]=[CH:23][CH:22]=[C:21]3[C:16]=2[CH2:17][CH2:18][C:19](=[O:25])[NH:20]3)(=[O:9])=[O:8])[CH:6]=[CH:5][CH:4]=[CH:3][CH:2]=1.C1(C)C=C(C)C=C(C)C=1>[Pd]>[C:1]1([S:7]([CH2:10][CH2:11][CH2:12][CH2:13][O:14][C:15]2[CH:24]=[CH:23][CH:22]=[C:21]3[C:16]=2[CH:17]=[CH:18][C:19](=[O:25])[NH:20]3)(=[O:9])=[O:8])[CH:6]=[CH:5][CH:4]=[CH:3][CH:2]=1. Procedure details: 100 mgm of 5-(4-phenylsulfonyl-butoxy)-3,4-dihydro-carbostyril were refluxed with 30 mgm of palladium-on-charcoal and 1 ml of mesitylene. After 3.5 hours, another 30 mgm of palladium-on-charcoal were added, and the mixture was heated for 9 hours more. Subsequently, the reaction mixture was filtered while still hot, the filtrate was evaporated, and the residue was chromatographed on a silica gel column with a mixture of benzene/ethanol/conc. ammonia=75/25/3. Besides unreacted starting material, 9... The reactants are C(Cl)(Cl)Cl (CHCl3), BrC=1C(=CC=C2C=3C(C4=C(C(C3NC12)(C)C)C=C(C=C4)OC)=O)C#N (4-bromo-8-methoxy-6,6-dimethyl-11-oxo-6,11-dihydro-5H-benzo[b]carbazole-3-carbonitrile), Cl (hydrochloric acid), CC(C)C1=CC(=C(C(=C1)C(C)C)C2=C(C=CC=C2)P(C3CCCCC3)C4CCCCC4)C(C)C (X-phos), [OH-].[Na+] (sodium hydroxide). The yield is 64.2%. Procedure: Under nitrogen atmosphere, 4-bromo-8-methoxy-6,6-dimethyl-11-oxo-6,11-dihydro-5H-benzo[b]carbazole-3-carbonitrile (Compound U5, 10.0 mg, 25.30 μmol), X-phos (1.07 mg, 2.530 μmol), sodium hydroxide (4.36 mg, 75.90 μmol) and Pd2dba3.CHCl3 (1.31 mg, 1.265 μmol) were dissolved in dioxane (0.50 mL) and water (0.50 mL) and the mixture was stirred at 100° C. for 1 hr. The reaction solution was poured into hydrochloric acid (1 M), extracted with ethyl acetate, washed with saturated brine, dried over sod... Reagents/catalysts: C=1C=CC(=CC1)/C=C/C(=O)/C=C/C2=CC=CC=C2.C=1C=CC(=CC1)/C=C/C(=O)/C=C/C2=CC=CC=C2.C=1C=CC(=CC1)/C=C/C(=O)/C=C/C2=CC=CC=C2.[Pd].[Pd] (Pd2dba3). The product is OC=1C(=CC=C2C=3C(C4=C(C(C3NC12)(C)C)C=C(C=C4)OC)=O)C#N (4-Hydroxy-8-methoxy-6,6-dimethyl-11-oxo-6,11-dihydro-5H-benzo[b]carbazole-3-carbonitrile). As a reaction SMILES: Br[C:2]1[C:3]([C:24]#[N:25])=[CH:4][CH:5]=[C:6]2[C:14]=1[NH:13][C:12]1[C:11]([CH3:16])([CH3:15])[C:10]3[CH:17]=[C:18]([O:21][CH3:22])[CH:19]=[CH:20][C:9]=3[C:8](=[O:23])[C:7]2=1.CC(C1C=C(C(C)C)C(C2C=CC=CC=2P(C2CCCCC2)C2CCCCC2)=C(C(C)C)C=1)C.[OH-:60].[Na+].C(Cl)(Cl)Cl.Cl>O1CCOCC1.C1C=CC(/C=C/C(/C=C/C2C=CC=CC=2)=O)=CC=1.C1C=CC(/C=C/C(/C=C/C2C=CC=CC=2)=O)=CC=1.C1C=CC(/C=C/C(/C=C/C2C=CC=CC=2)=O)=CC=1.[Pd].[Pd].O>[OH:60][C:2]1[C:3]([C:24]#[N:25])=[CH:4][CH:5]=[C:6]2[C:14]=1[NH:13][C:12]1[C:11]([CH3:16])([CH3:15])[C:10]3[CH:17]=[C:18]([O:21][CH3:22])[CH:19]=[CH:20][C:9]=3[C:8](=[O:23])[C:7]2=1 |f:2.3,7.8.9.10.11|. Run in O1CCOCC1 (dioxane), O (water).